Dataset: the Open Reaction Database (ORD), a public repository of structured organic reaction records. Task: describe an organic reaction: reactants, conditions, products, and yield Reactants: FC(C(=O)O)(F)F (trifluoroacetic acid), N1=C(C=CC=C1)NCCCOC(=O)NCC(=O)OC(C)(C)C (tert-butyl [3-(pyridin-2-ylamino)propoxycarbonylamino]acetate). Solvent: ClCCl (dichloromethane). Run at time 1 hour. Yields the product N1=C(C=CC=C1)NCCCOC(=O)NCC(=O)O ([3-(pyridin-2-ylamino)propoxycarbonylamino]acetic acid). Reaction SMILES: FC(F)(F)C(O)=O.[N:8]1[CH:13]=[CH:12][CH:11]=[CH:10][C:9]=1[NH:14][CH2:15][CH2:16][CH2:17][O:18][C:19]([NH:21][CH2:22][C:23]([O:25]C(C)(C)C)=[O:24])=[O:20]>ClCCl>[N:8]1[CH:13]=[CH:12][CH:11]=[CH:10][C:9]=1[NH:14][CH2:15][CH2:16][CH2:17][O:18][C:19]([NH:21][CH2:22][C:23]([OH:25])=[O:24])=[O:20]. Procedure details: 1 ml of trifluoroacetic acid is added to a solution of 0.6 g of tert-butyl [3-(pyridin-2-ylamino)propoxycarbonylamino]acetate in 10 ml of dichloromethane. After the mixture has been stirred at room temperature for 1 hour, the solvent is distilled off, and the product is co-distilled with toluene, giving the free acid [3-(pyridin-2-ylamino)propoxycarbonylamino]acetic acid. Reactants: [NH-]C(=O)c1ccccc1Br, CC#N, [H-], [Na+], CC(Oc1ccc(N=C=O)cc1)c1ccccc1. Product: CC(Oc1ccc(NC(=O)NC(=O)c2ccccc2Br)cc1)c1ccccc1. RXN SMILES: [Br:3][c:4]1[c:5]([C:6](=[O:7])[NH-:8])[cH:9][cH:10][cH:11][cH:12]1.[CH3:31][C:32]#[N:33].[H-:1].[Na+:2].[c:13]1([CH:19]([CH3:20])[O:21][c:22]2[cH:23][cH:24][c:25]([N:28]=[C:29]=[O:30])[cH:26][cH:27]2)[cH:14][cH:15][cH:16][cH:17][cH:18]1>>[Br:3][c:4]1[c:5]([C:6](=[O:7])[NH:8][C:29]([NH:28][c:25]2[cH:24][cH:23][c:22]([O:21][CH:19]([c:13]3[cH:14][cH:15][cH:16][cH:17][cH:18]3)[CH3:20])[cH:27][cH:26]2)=[O:30])[cH:9][cH:10][cH:11][cH:12]1. Reactants: CC1=NC2=CC=CC=C2C(=C1)C1=CC=CC=C1 (2-methyl 4-phenyl quinoline), [N+](=O)(O)[O-] (nitric acid). The solvent is S(O)(O)(=O)=O (sulfuric acid). Product: CC1=NC2=CC=CC=C2C(=C1)C1=CC(=CC=C1)[N+](=O)[O-] (2-methyl 4-(3-nitro phenyl) quinoline). RXN SMILES: [CH3:1][C:2]1[CH:11]=[C:10]([C:12]2[CH:17]=[CH:16][CH:15]=[CH:14][CH:13]=2)[C:9]2[C:4](=[CH:5][CH:6]=[CH:7][CH:8]=2)[N:3]=1.[N+:18]([O-])([OH:20])=[O:19]>S(=O)(=O)(O)O>[CH3:1][C:2]1[CH:11]=[C:10]([C:12]2[CH:17]=[CH:16][CH:15]=[C:14]([N+:18]([O-:20])=[O:19])[CH:13]=2)[C:9]2[C:4](=[CH:5][CH:6]=[CH:7][CH:8]=2)[N:3]=1. Procedure: 2-methyl 4-(3-nitro phenyl) quinoline is prepared by nitration at 0° C. of 2-methyl 4-phenyl quinoline (1.36 10-1 mole) with sulfonitric mixture (90 ml nitric acid 60% and 90 ml concentrated sulfuric acid) and separation of isomers. It has a melting point of 157° C. Starting materials: C[C@@H]1N(CCC1)CCCO (3-[(2S)-2-methylpyrrolidin-1-yl]propanol), [N+](=O)([O-])C1=CC=C(C=C1)O (4-nitrophenol). The product is C[C@@H]1N(CCC1)CCCOC1=CC=C(C=C1)[N+](=O)[O-] ((2S)-2-methyl-1-[3-(4-nitrophenoxy)propyl]pyrrolidine). RXN SMILES: [CH3:1][C@H:2]1[CH2:6][CH2:5][CH2:4][N:3]1[CH2:7][CH2:8][CH2:9][OH:10].[N+:11]([C:14]1[CH:19]=[CH:18][C:17](O)=[CH:16][CH:15]=1)([O-:13])=[O:12]>>[CH3:1][C@H:2]1[CH2:6][CH2:5][CH2:4][N:3]1[CH2:7][CH2:8][CH2:9][O:10][C:17]1[CH:18]=[CH:19][C:14]([N+:11]([O-:13])=[O:12])=[CH:15][CH:16]=1. Reported procedure: The target compound was obtained by the method according to Example 18, using 3-[(2S)-2-methylpyrrolidin-1-yl]propanol and 4-nitrophenol as starting materials. The reactants are CC(C)(C)c1ccc(B(O)O)cc1, O=C1CCc2c(Cl)cccc21, [Na+], [Na+], O=C([O-])[O-], CC(=O)[O-], CC(=O)[O-], O, OCCO, [Pd+2]. The product is CC(C)(C)c1ccc(-c2cccc3c2CCC3=O)cc1. RXN SMILES: [C:12]([CH3:13])([CH3:14])([CH3:15])[c:16]1[cH:17][cH:18][c:19]([B:22]([OH:23])[OH:24])[cH:20][cH:21]1.[Cl:1][c:2]1[c:3]2[c:7]([cH:8][cH:9][cH:10]1)[C:6](=[O:11])[CH2:5][CH2:4]2.[Na+:29].[Na+:30].[O-:31][C:32](=[O:33])[O-:34].[O-:37][C:38]([CH3:39])=[O:40].[O-:41][C:42]([CH3:43])=[O:44].[OH2:35].[OH:25][CH2:26][CH2:27][OH:28].[Pd+2:36]>>[c:2]1(-[c:19]2[cH:18][cH:17][c:16]([C:12]([CH3:13])([CH3:14])[CH3:15])[cH:21][cH:20]2)[c:3]2[c:7]([cH:8][cH:9][cH:10]1)[C:6](=[O:11])[CH2:5][CH2:4]2. RXN SMILES: C([O:5][C:6](=[O:34])[CH2:7][N:8]([S:16]([C:19]1[CH:28]=[C:27]2[C:22]([C:23]([Cl:33])=[CH:24][N:25]=[C:26]2[NH:29][C:30]([NH2:32])=[NH:31])=[CH:21][CH:20]=1)(=[O:18])=[O:17])[CH2:9][C:10]1[CH:15]=[CH:14][CH:13]=[CH:12][CH:11]=1)(C)(C)C.C(Cl)Cl.[C:38]([C:42]([OH:44])=[O:43])([F:41])([F:40])[F:39]>C1(C)C=CC=CC=1>[F:39][C:38]([F:41])([F:40])[C:42]([OH:44])=[O:43].[Cl:33][C:23]1[C:22]2[C:27](=[CH:28][C:19]([S:16]([N:8]([CH2:9][C:10]3[CH:15]=[CH:14][CH:13]=[CH:12][CH:11]=3)[CH2:7][C:6]([OH:34])=[O:5])(=[O:17])=[O:18])=[CH:20][CH:21]=2)[C:26]([NH:29][C:30]([NH2:32])=[NH:31])=[N:25][CH:24]=1 |f:4.5|. Yields the product FC(C(=O)O)(F)F.ClC1=CN=C(C2=CC(=CC=C12)S(=O)(=O)N(CC(=O)O)CC1=CC=CC=C1)NC(=N)N (N-[(4-chloro-1-guanidino-7-isoquinolinyl)sulphonyl]-N-benzylglycine trifluoroacetate). Reactants: C(C)(C)(C)OC(CN(CC1=CC=CC=C1)S(=O)(=O)C1=CC=C2C(=CN=C(C2=C1)NC(=N)N)Cl)=O (N-[(4-Chloro-1-guanidino-7-isoquinolinyl)sulphonyl]-N-benzylglycine t-butyl ester), C(F)(F)(F)C(=O)O (CF3CO2H), C(Cl)Cl (CH2Cl2). Procedure: N-[(4-Chloro-1-guanidino-7-isoquinolinyl)sulphonyl]-N-benzylglycine t-butyl ester (50 mg, 0.10 mmol) was dissolved in CF3CO2H (1.0 mL) and the mixture stirred at room temperature for 1 h. The mixture was diluted with PhMe and the solvents were evaporated in vacuo. The residue was azeotroped with PhMe and then CH2Cl2 to give N-[(4-chloro-1-guanidino-7-isoquinolinyl)sulphonyl]-N-benzylglycine trifluoroacetate (52 mg, 0.10 mmol) as a white solid. Run in C1(=CC=CC=C1)C (PhMe). Reaction conditions: time 1 hour. The reactants are C1(=CC=CC=C1)C#C (phenylacetylene), I\C=C\CCCCCC ((E)-1-iodooctene). Product: C1(=CC=CC=C1)C#C\C=C\CCCCCC ((E)-1-Phenyldec-3-en-1-yne). As a reaction SMILES: [C:1]1([C:7]#[CH:8])[CH:6]=[CH:5][CH:4]=[CH:3][CH:2]=1.I/[CH:10]=[CH:11]/[CH2:12][CH2:13][CH2:14][CH2:15][CH2:16][CH3:17]>>[C:1]1([C:7]#[C:8]/[CH:10]=[CH:11]/[CH2:12][CH2:13][CH2:14][CH2:15][CH2:16][CH3:17])[CH:6]=[CH:5][CH:4]=[CH:3][CH:2]=1. Procedure details: The general procedure was used to convert phenylacetylene and (E)-1-iodooctene to the title product in 24 hours. Purification by flash chromatography (light petroleum ether as eluent) gave the analytically pure product as a clear oil (423 mg, 99% yield). 1H NMR (400 MHz, CDCl3) δ 7.40 (m, 2H), 7.28 (m, 3H), 6.24 (m, 1H), 5.68 (d, J=15.84, 1H), 2.15 (q, 2H), 1.41-1.28 (m, 8H), 0.89 (t, 3H). 13C NMR (100 MHz, CDCl3) δ 145.08, 131.24, 128.07, 127.67, 123.49, 109.32, 88.23, 87.68, 33.08, 31.52, 28.6... The reactants are CNC, CCO, O=CN1CCN(c2ccnc(Cl)n2)CC1. The product is CN(C)c1nccc(N2CCN(C=O)CC2)n1. RXN SMILES: [CH3:16][NH:17][CH3:18].[CH3:19][CH2:20][OH:21].[Cl:1][c:2]1[n:3][cH:4][cH:5][c:6]([N:8]2[CH2:9][CH2:10][N:11]([CH:14]=[O:15])[CH2:12][CH2:13]2)[n:7]1>>[c:2]1([N:17]([CH3:16])[CH3:18])[n:3][cH:4][cH:5][c:6]([N:8]2[CH2:9][CH2:10][N:11]([CH:14]=[O:15])[CH2:12][CH2:13]2)[n:7]1. The reactants are ClC(Cl)Cl, COC(=O)c1cn2c3c(c(OS(=O)(=O)c4ccc(C)cc4)c(F)cc3c1=O)CCN2C, O=S(=O)(OS(=O)(=O)C(F)(F)F)C(F)(F)F, c1ccncc1. The product is COC(=O)c1cn2c3c(c(OS(=O)(=O)C(F)(F)F)c(F)cc3c1=O)CCN2C. As a reaction SMILES: [CH:53]([Cl:54])([Cl:55])[Cl:56].[F:1][c:2]1[c:3]([O:21][S:22]([c:23]2[cH:24][cH:25][c:26]([CH3:27])[cH:28][cH:29]2)(=[O:30])=[O:31])[c:4]2[c:9]3[n:8]([cH:14][c:13]([C:15](=[O:16])[O:17][CH3:18])[c:12](=[O:19])[c:10]3[cH:11]1)[N:7]([CH3:20])[CH2:6][CH2:5]2.[F:38][C:39]([S:40](=[O:41])(=[O:42])[O:45][S:46](=[O:47])(=[O:48])[C:49]([F:50])([F:51])[F:52])([F:43])[F:44].[cH:32]1[cH:33][cH:34][n:35][cH:36][cH:37]1>>[F:1][c:2]1[c:3]([O:45][S:46](=[O:47])(=[O:48])[C:49]([F:50])([F:51])[F:52])[c:4]2[c:9]3[n:8]([cH:14][c:13]([C:15](=[O:16])[O:17][CH3:18])[c:12](=[O:19])[c:10]3[cH:11]1)[N:7]([CH3:20])[CH2:6][CH2:5]2.